Dataset: the Open Reaction Database (ORD), a public repository of structured organic reaction records. Task: describe an organic reaction: reactants, conditions, products, and yield Starting materials: Cl.C(C1=CC=CC=C1)OC(=O)NC(C(=O)N[C@H]1C(N(C2=C(CC1)C=CC=C2)CC2=CC=C(C=C2)C2=C(C=CC=C2)CN)=O)(C)C (2-benzyloxycarbonylamino-2-methyl- N-[2,3,4,5-tetrahydro-2-oxo-1-[[2'-(aminomethyl)[1,1'-biphenyl]-4-yl]methyl]-1H-benzazepin-3(R)-yl]propanamide, hydrochloride), CN(C(=O)Cl)C (dimethylcarbamyl chloride), H43N5O5. Yields the product C(C1=CC=CC=C1)OC(=O)NC(C(=O)N[C@H]1C(N(C2=C(CC1)C=CC=C2)CC2=CC=C(C=C2)C2=C(C=CC=C2)CNC(=O)N(C)C)=O)(C)C (2-Benzyloxycarbonylamino-2-methyl- N-[2,3,4,5-tetrahydro-1-[[2'-[[[(N,N-dimethylamino)carbonyl]amino]methyl][1,1'-biphenyl]-4-yl]methyl]-2-oxo-1H-benzazepin-3(R)-yl]propanamide). Reaction SMILES: Cl.[CH2:2]([O:9][C:10]([NH:12][C:13]([CH3:45])([CH3:44])[C:14]([NH:16][C@@H:17]1[CH2:23][CH2:22][C:21]2[CH:24]=[CH:25][CH:26]=[CH:27][C:20]=2[N:19]([CH2:28][C:29]2[CH:34]=[CH:33][C:32]([C:35]3[CH:40]=[CH:39][CH:38]=[CH:37][C:36]=3[CH2:41][NH2:42])=[CH:31][CH:30]=2)[C:18]1=[O:43])=[O:15])=[O:11])[C:3]1[CH:8]=[CH:7][CH:6]=[CH:5][CH:4]=1.[CH3:46][N:47]([CH3:51])[C:48](Cl)=[O:49]>>[CH2:2]([O:9][C:10]([NH:12][C:13]([CH3:45])([CH3:44])[C:14]([NH:16][C@@H:17]1[CH2:23][CH2:22][C:21]2[CH:24]=[CH:25][CH:26]=[CH:27][C:20]=2[N:19]([CH2:28][C:29]2[CH:30]=[CH:31][C:32]([C:35]3[CH:40]=[CH:39][CH:38]=[CH:37][C:36]=3[CH2:41][NH:42][C:48]([N:47]([CH3:51])[CH3:46])=[O:49])=[CH:33][CH:34]=2)[C:18]1=[O:43])=[O:15])=[O:11])[C:3]1[CH:8]=[CH:7][CH:6]=[CH:5][CH:4]=1 |f:0.1|. Reported procedure: Prepared from 2-benzyloxycarbonylamino-2-methyl- N-[2,3,4,5-tetrahydro-2-oxo-1-[[2'-(aminomethyl)[1,1'-biphenyl]-4-yl]methyl]-1H-benzazepin-3(R)-yl]propanamide, hydrochloride (Example 35, Step I) and dimethylcarbamyl chloride according to the procedure described in Example 37, Step A. 1H NMR (200 MHz, CD3OD): δ 1.39 (s, 6H), 1.82 (m, 1H), 2.18-2.58 (m, 3H), 2.81 (s, 6H), 4.20 (d, 5 Hz, 2H), 4.32 (m, 1H), 4.86 (d, 15 Hz, 1H), 5.01 (s, 2H), 5.31 (d, 15 Hz, 1H), 6.40 (t, 5 Hz, 1H), 7.06-7.40 (m, 17... Reactants: CCOC(=O)C(C)(C)c1ccc(Br)cc1, CO, [Na+], C1CCOC1, [OH-]. Product: CC(C)(C(=O)O)c1ccc(Br)cc1. RXN SMILES: [Br:1][c:2]1[cH:3][cH:4][c:5]([C:8]([C:9](=[O:10])[O:11][CH2:12][CH3:13])([CH3:14])[CH3:15])[cH:6][cH:7]1.[CH3:23][OH:24].[Na+:17].[O:18]1[CH2:19][CH2:20][CH2:21][CH2:22]1.[OH-:16]>>[Br:1][c:2]1[cH:3][cH:4][c:5]([C:8]([C:9](=[O:10])[OH:11])([CH3:14])[CH3:15])[cH:6][cH:7]1. The reactants are C(C)(C)[Mg]Cl.[Li+].[Cl-] (iPrMgCl LiCl), S1C=NC=C1 (Thiazole), C(=O)C1CCC(CC1)C(=O)OCC (ethyl 4-formylcyclohexanecarboxylate). The solvent is C1CCOC1 (THF), C1CCOC1 (THF). Conditions: temperature 5 celsius, time 1 hour. Product: OC(C1CCC(CC1)C(=O)OCC)C=1SC=CN1 (ethyl 4-[hydroxy(1,3-thiazol-2-yl)methyl]cyclohexanecarboxylate). Reaction SMILES: C([Mg]Cl)(C)C.[Li+].[Cl-].[S:8]1[CH:12]=[CH:11][N:10]=[CH:9]1.[CH:13]([CH:15]1[CH2:20][CH2:19][CH:18]([C:21]([O:23][CH2:24][CH3:25])=[O:22])[CH2:17][CH2:16]1)=[O:14]>C1COCC1>[OH:14][CH:13]([C:9]1[S:8][CH:12]=[CH:11][N:10]=1)[CH:15]1[CH2:16][CH2:17][CH:18]([C:21]([O:23][CH2:24][CH3:25])=[O:22])[CH2:19][CH2:20]1 |f:0.1.2|. Procedure: To a 500 mL round bottom flask was added iPrMgCl-LiCl (1.3 M in THF, 99 mL, 129 mmol) and the solution cooled in an ice bath. Thiazole (9.7 mL, 135 mmol) was then introduced at such a rate that the internal temperature did not exceed 5° C. and then the thick slurry was stirred for 1 h. 100 mL of THF was introduced and the reaction mixture cooled to −50° C. at which point ethyl 4-formylcyclohexanecarboxylate (23 g) was added as a solution in THF (100 mL) via cannula. When complete the reaction mi... The reactants are [OH-].[Na+] (sodium hydroxide), ClC1=CC=C(C(=O)C2=C(C=C(N2C)C(=O)OC)SC)C=C1 (5-(p-Chlorobenzoyl)-2-methoxycarbonyl-4-methylthio-1-methylpyrrole), Cl (hydrochloric acid). Solvent: C(C)O (ethanol). Run at time 30 minute. Yields the product ClC1=CC=C(C(=O)C2=C(C=C(N2C)C(=O)O)SC)C=C1 (5-(p-chlorobenzoyl)-2-hydroxycarbonyl-4-methylthio-1-methylpyrrole). RXN SMILES: [Cl:1][C:2]1[CH:21]=[CH:20][C:5]([C:6]([C:8]2[N:12]([CH3:13])[C:11]([C:14]([O:16]C)=[O:15])=[CH:10][C:9]=2[S:18][CH3:19])=[O:7])=[CH:4][CH:3]=1.[OH-].[Na+].Cl>C(O)C>[Cl:1][C:2]1[CH:3]=[CH:4][C:5]([C:6]([C:8]2[N:12]([CH3:13])[C:11]([C:14]([OH:16])=[O:15])=[CH:10][C:9]=2[S:18][CH3:19])=[O:7])=[CH:20][CH:21]=1 |f:1.2|. Procedure: 5-(p-Chlorobenzoyl)-2-methoxycarbonyl-4-methylthio-1-methylpyrrole (39 mg) is dissolved in 1 ml of warm ethanol and 0.5 ml of 2.5 N sodium hydroxide is added. After standing at room temperature for 30 minutes under nitrogen, 0.7 ml of 2.5 N hydrochloric acid is aded. The resulting precipitate is filtered, washed and dried in vacuo to yield the crude 5-(p-chlorobenzoyl)-2-hydroxycarbonyl-4-methylthio-1-methylpyrrole.